Dataset: the Open Reaction Database (ORD), a public repository of structured organic reaction records. Task: describe an organic reaction: reactants, conditions, products, and yield Reactants: CCn1nc(-c2ccccc2)c(C(C)=O)c([N+](=O)[O-])c1=O, Cc1ccc2cccc(N)c2n1, CCO. Yields the product CCn1nc(-c2ccccc2)c(C(C)=O)c(Nc2cccc3ccc(C)nc23)c1=O. Reaction SMILES: [C:1]([CH3:2])(=[O:3])[c:4]1[c:5]([N+:19]([O-:20])=[O:21])[c:6](=[O:18])[n:7]([CH2:16][CH3:17])[n:8][c:9]1-[c:10]1[cH:11][cH:12][cH:13][cH:14][cH:15]1.[CH3:22][c:23]1[n:24][c:25]2[c:26]([NH2:33])[cH:27][cH:28][cH:29][c:30]2[cH:31][cH:32]1.[CH3:34][CH2:35][OH:36]>>[C:1]([CH3:2])(=[O:3])[c:4]1[c:5]([NH:19][c:26]2[c:25]3[n:24][c:23]([CH3:22])[cH:32][cH:31][c:30]3[cH:29][cH:28][cH:27]2)[c:6](=[O:18])[n:7]([CH2:16][CH3:17])[n:8][c:9]1-[c:10]1[cH:11][cH:12][cH:13][cH:14][cH:15]1. Starting materials: CC(=O)O, Cn1c(=O)cnc2ccc(C(F)(F)F)cc21, OO. The product is Cn1c(=O)c(=O)[nH]c2ccc(C(F)(F)F)cc21. As a reaction SMILES: [CH3:19][C:20](=[O:21])[OH:22].[CH3:1][n:2]1[c:3](=[O:16])[cH:4][n:5][c:6]2[cH:7][cH:8][c:9]([C:12]([F:13])([F:14])[F:15])[cH:10][c:11]12.[OH:17][OH:18]>>[CH3:1][n:2]1[c:3](=[O:16])[c:4](=[O:17])[nH:5][c:6]2[cH:7][cH:8][c:9]([C:12]([F:13])([F:14])[F:15])[cH:10][c:11]12. The solvent is C(C)O (ethanol). The reactants are [H][H] (hydrogen), [H][H] (hydrogen), C(C1=CC=CC=C1)N1C=NC(=C1)CC1=C(C=CC=C1)C (N-benzyl-4-(2'-methylbenzyl)imidazole). Procedure details: 12.3 g of N-benzyl-4-(2'-methylbenzyl)imidazole are dissolved in 100 ml of ethanol. 0.3 g of 10% palladium-on-carbon is added and the reaction mixture is stirred vigorously at 70° C. in a hydrogen atmosphere until the uptake of hydrogen ceases. The mixture is cooled and filtered. Subsequent treatment as described in Example 54 above affords the desired product. The reagents and catalysts are [Pd] (palladium-on-carbon). RXN SMILES: C([N:8]1[CH:12]=[C:11]([CH2:13][C:14]2[CH:19]=[CH:18][CH:17]=[CH:16][C:15]=2[CH3:20])[N:10]=[CH:9]1)C1C=CC=CC=1.[H][H]>C(O)C.[Pd]>[CH3:20][C:15]1[CH:16]=[CH:17][CH:18]=[CH:19][C:14]=1[CH2:13][C:11]1[N:10]=[CH:9][NH:8][CH:12]=1. Yields the product CC1=C(CC=2N=CNC2)C=CC=C1 (4-(2'-Methylbenzyl)imidazole). Reactants: CC(C)C[Al+]CC(C)C, CCOC(=O)C=Cc1ccc(OCc2coc(-c3ccccc3)n2)c(OC)c1, Cc1ccccc1, CO, Cl, [H-], C1CCOC1. Product: COc1cc(C=CCO)ccc1OCc1coc(-c2ccccc2)n1. RXN SMILES: [CH2:9]([Al+:10][CH2:11][CH:12]([CH3:13])[CH3:14])[CH:15]([CH3:16])[CH3:17].[CH3:18][O:19][c:20]1[cH:21][c:22]([CH:23]=[CH:24][C:25](=[O:26])[O:27][CH2:28][CH3:29])[cH:30][cH:31][c:32]1[O:33][CH2:34][c:35]1[n:36][c:37](-[c:40]2[cH:41][cH:42][cH:43][cH:44][cH:45]2)[o:38][cH:39]1.[CH3:1][c:2]1[cH:3][cH:4][cH:5][cH:6][cH:7]1.[CH3:52][OH:53].[ClH:46].[H-:8].[O:47]1[CH2:48][CH2:49][CH2:50][CH2:51]1>>[CH3:18][O:19][c:20]1[cH:21][c:22]([CH:23]=[CH:24][CH2:25][OH:26])[cH:30][cH:31][c:32]1[O:33][CH2:34][c:35]1[n:36][c:37](-[c:40]2[cH:41][cH:42][cH:43][cH:44][cH:45]2)[o:38][cH:39]1. The reactants are BrC1=CN=C2C(=CC=NC2=C1)O (7-Bromo-1,5-naphthyridin-4-ol), P(=O)(Cl)(Cl)Cl (phosphoryl chloride). Yields the product BrC=1C=NC2=C(C=CN=C2C1)Cl (3-bromo-8-chloro-1,5-naphthyridine). As a reaction SMILES: [Br:1][C:2]1[CH:11]=[C:10]2[C:5]([C:6](O)=[CH:7][CH:8]=[N:9]2)=[N:4][CH:3]=1.P(Cl)(Cl)([Cl:15])=O>>[Br:1][C:2]1[CH:3]=[N:4][C:5]2[C:10]([CH:11]=1)=[N:9][CH:8]=[CH:7][C:6]=2[Cl:15]. Reported procedure: 7-Bromo-1,5-naphthyridin-4-ol (7.0 g) and phosphoryl chloride (200 mL) were refluxed for 5 h in a RBF fitted with a reflux condenser. Excess POCl3 was distilled off under reduced pressure and the residue poured onto ice. This cold mixture was carefully neutralized with aq. ammonia, which caused an exotherm. The resulting solid was filtered, washed with water and dried. The product was recrystallized from n-heptane to give white needles of 3-bromo-8-chloro-1,5-naphthyridine.